Dataset: the Open Reaction Database (ORD), a public repository of structured organic reaction records. Task: describe an organic reaction: reactants, conditions, products, and yield Reactants: FC1=CC=C(C=C1)C1=CN(C2=CC=C(C=C12)C)C1CCNCC1 (3-(4-Fluorophenyl)-5-methyl-1-(4-piperidyl)-1H-indole), C(=O)([O-])[O-].[K+].[K+] (K2CO3), ClC(=O)OC (methyl chloroformate). Run in ClCCl (dichloromethane), ClCCl (dichloromethane). Product: FC1=CC=C(C=C1)C1=CN(C2=CC=C(C=C12)C)C1CCN(CC1)C(=O)OC (Methyl 4-[3-(4-fluorophenyl)-5-methyl-1H-indol-1-yl]piperidine-1-carboxylate). Reaction SMILES: [F:1][C:2]1[CH:7]=[CH:6][C:5]([C:8]2[C:16]3[C:11](=[CH:12][CH:13]=[C:14]([CH3:17])[CH:15]=3)[N:10]([CH:18]3[CH2:23][CH2:22][NH:21][CH2:20][CH2:19]3)[CH:9]=2)=[CH:4][CH:3]=1.C([O-])([O-])=O.[K+].[K+].Cl[C:31]([O:33][CH3:34])=[O:32]>ClCCl>[F:1][C:2]1[CH:7]=[CH:6][C:5]([C:8]2[C:16]3[C:11](=[CH:12][CH:13]=[C:14]([CH3:17])[CH:15]=3)[N:10]([CH:18]3[CH2:23][CH2:22][N:21]([C:31]([O:33][CH3:34])=[O:32])[CH2:20][CH2:19]3)[CH:9]=2)=[CH:4][CH:3]=1 |f:1.2.3|. Procedure details: A mixture of 3-(4-fluorophenyl)-5-methyl-l-(4-piperidyl)-1H-indole 3d (6.0 g). K2CO3 (3.0 g) and dichloromethane (50 ml) was cooled to 0°-5° C. and a solution of methyl chloroformate (2.2 g)in dichloromethane (50 ml) was added during 0.5 h. After reaction for further 2 h at room temperature the reaction mixture was washed with water (2×100 ml) and dried (MgSO4). Evaporation of the solvents in vacuo afforded the title compound, which was used without further purification. Yield: 6.7 g, (oil).